From a dataset of the Open Reaction Database (ORD), a public repository of structured organic reaction records. describe an organic reaction: reactants, conditions, products, and yield Reactants: CN(C)c1ccncc1, OCC(F)(F)C(F)F, O, c1ccncc1, O=S(=O)(Cl)c1ccc2ccccc2c1. Reaction SMILES: [CH3:29][N:30]([CH3:31])[c:32]1[cH:33][cH:34][n:35][cH:36][cH:37]1.[F:1][C:2]([CH2:3][OH:4])([CH:5]([F:6])[F:7])[F:8].[OH2:38].[cH:23]1[cH:24][cH:25][n:26][cH:27][cH:28]1.[cH:9]1[c:10]([S:19](=[O:20])(=[O:21])[Cl:22])[cH:11][cH:12][c:13]2[cH:14][cH:15][cH:16][cH:17][c:18]12>>[F:1][C:2]([CH2:3][O:4][S:19]([c:10]1[cH:9][c:18]2[c:13]([cH:12][cH:11]1)[cH:14][cH:15][cH:16][cH:17]2)(=[O:20])=[O:21])([CH:5]([F:6])[F:7])[F:8]. Yields the product O=S(=O)(OCC(F)(F)C(F)F)c1ccc2ccccc2c1. Reactants: O (water), C(C)OC(C1=CC=C(C=C1)N1CCNCC1)=O (4-piperazinylbenzoic acid ethyl ester), C(CC)OC1CCC(CC1)C1CCC(CC1)OS(=O)(=O)C (4′-propoxy-4-methylsulfonyloxy-1,1′-bicyclohexane), C([O-])([O-])=O.[K+].[K+] (potassium carbonate). The solvent is CN(C=O)C (N,N-dimethylformamide). Run at temperature 130 celsius, time 8 hour. The product is C(C)OC(C1=CC=C(C=C1)N1CCN(CC1)C1CCC(CC1)C1CCC(CC1)OCCC)=O (4-[4-(4′-propoxy-1,1′-bicyclohexan-4-yl)piperazin-1-yl]benzoic acid ethyl ester). Yield: 13.0%. RXN SMILES: [CH2:1]([O:3][C:4](=[O:17])[C:5]1[CH:10]=[CH:9][C:8]([N:11]2[CH2:16][CH2:15][NH:14][CH2:13][CH2:12]2)=[CH:7][CH:6]=1)[CH3:2].[CH2:18]([O:21][CH:22]1[CH2:27][CH2:26][CH:25]([CH:28]2[CH2:33][CH2:32][CH:31](OS(C)(=O)=O)[CH2:30][CH2:29]2)[CH2:24][CH2:23]1)[CH2:19][CH3:20].C(=O)([O-])[O-].[K+].[K+].O>CN(C)C=O>[CH2:1]([O:3][C:4](=[O:17])[C:5]1[CH:6]=[CH:7][C:8]([N:11]2[CH2:12][CH2:13][N:14]([CH:31]3[CH2:30][CH2:29][CH:28]([CH:25]4[CH2:24][CH2:23][CH:22]([O:21][CH2:18][CH2:19][CH3:20])[CH2:27][CH2:26]4)[CH2:33][CH2:32]3)[CH2:15][CH2:16]2)=[CH:9][CH:10]=1)[CH3:2] |f:2.3.4|. Procedure details: A mixture of 4-piperazinylbenzoic acid ethyl ester (1.03 g), 4′-propoxy-4-methylsulfonyloxy-1,1′-bicyclohexane (1.4 g), potassium carbonate (0.91 g) in N,N-dimethylformamide (10 ml) was stirred for 8 hours at 130° C. The reaction mixture was poured into water, and extracted with ethyl acetate. The organic layer was washed with brine and dried, and the solvent was evaporated under reduced pressure. The residue was chromatographed on a column of silica gel eluting with dichloromethane/methyl alcoh... The reactants are [N+](=O)([O-])C1=C(C=CC(=C1)C(=O)OCC=C)C(=O)OCC=C (diallyl 2-nitrobenzene-1,4-dicarboxylate), C(C=C)OC1=C(C(=O)OCC=C)C=CC(=C1)[N+](=O)[O-] (allyl 2-allyloxy-4-nitrobenzoate), N (ammonia). The product is NC1=C(C=CC(=C1)C(=O)OCC=C)C(=O)OCC=C (diallyl 2-aminobenzene-1,4-dicarboxylate). Reaction SMILES: [N+:1]([C:4]1[CH:9]=[C:8]([C:10]([O:12][CH2:13][CH:14]=[CH2:15])=[O:11])[CH:7]=[CH:6][C:5]=1[C:16]([O:18][CH2:19][CH:20]=[CH2:21])=[O:17])([O-])=O.C(OC1C=C([N+]([O-])=O)C=CC=1C(OCC=C)=O)C=C.N>>[NH2:1][C:4]1[CH:9]=[C:8]([C:10]([O:12][CH2:13][CH:14]=[CH2:15])=[O:11])[CH:7]=[CH:6][C:5]=1[C:16]([O:18][CH2:19][CH:20]=[CH2:21])=[O:17]. Procedure details: The above nitro compound was reduced by the method described in example 1, for the reduction of allyl 2-allyloxy-4-nitrobenzoate, except using an aqueous solution of ammonia in place of sodium bicarbonate in the work-up, to give diallyl 2-aminobenzene-1,4-dicarboxylate. Yields the product CCCOc1ccc2ncc(C(=O)OCC)c(Cl)c2c1. The reactants are CCCOc1ccc2ncc(C(=O)OCC)c(O)c2c1, O=P(Cl)(Cl)Cl. Reaction SMILES: [OH:1][c:2]1[c:3]([C:16](=[O:17])[O:18][CH2:19][CH3:20])[cH:4][n:5][c:6]2[cH:7][cH:8][c:9]([O:12][CH2:13][CH2:14][CH3:15])[cH:10][c:11]12.[P:21]([Cl:22])([Cl:23])([Cl:24])=[O:25]>>[c:2]1([Cl:23])[c:3]([C:16](=[O:17])[O:18][CH2:19][CH3:20])[cH:4][n:5][c:6]2[cH:7][cH:8][c:9]([O:12][CH2:13][CH2:14][CH3:15])[cH:10][c:11]12.